Task: describe an organic reaction: reactants, conditions, products, and yield. Dataset: the Open Reaction Database (ORD), a public repository of structured organic reaction records The reactants are N#CC1(c2ncc(Br)s2)CCC2(CC1)OCCO2, O=C([O-])[O-], C1COCCO1, Cc1cc(Nc2nccc(C(F)(F)F)n2)cc(B2OC(C)(C)C(C)(C)O2)c1, [Cs+], [Cs+], [Na+], O=C([O-])O, O=C(C=Cc1ccccc1)C=Cc1ccccc1, O=C(C=Cc1ccccc1)C=Cc1ccccc1, O=C(C=Cc1ccccc1)C=Cc1ccccc1, O, [Pd], [Pd]. The product is Cc1cc(Nc2nccc(C(F)(F)F)n2)cc(-c2cnc(C3(C#N)CCC4(CC3)OCCO4)s2)c1. Reaction SMILES: [Br:28][c:29]1[cH:30][n:31][c:32]([C:34]2([C:44]#[N:45])[CH2:35][CH2:36][C:37]3([O:38][CH2:39][CH2:40][O:41]3)[CH2:42][CH2:43]2)[s:33]1.[C:46](=[O:47])([O-:48])[O-:49].[CH2:52]1[O:53][CH2:54][CH2:55][O:56][CH2:57]1.[CH3:1][c:2]1[cH:3][c:4]([NH:17][c:18]2[n:19][cH:20][cH:21][c:22]([C:24]([F:25])([F:26])[F:27])[n:23]2)[cH:5][c:6]([B:8]2[O:9][C:10]([CH3:11])([CH3:12])[C:13]([CH3:14])([CH3:15])[O:16]2)[cH:7]1.[Cs+:50].[Cs+:51].[Na+:63].[O-:59][C:60]([OH:61])=[O:62].[O:102]=[C:103]([CH:104]=[CH:105][c:106]1[cH:107][cH:108][cH:109][cH:110][cH:111]1)[CH:112]=[CH:113][c:114]1[cH:115][cH:116][cH:117][cH:118][cH:119]1.[O:66]=[C:67]([CH:68]=[CH:69][c:70]1[cH:71][cH:72][cH:73][cH:74][cH:75]1)[CH:76]=[CH:77][c:78]1[cH:79][cH:80][cH:81][cH:82][cH:83]1.[O:84]=[C:85]([CH:86]=[CH:87][c:88]1[cH:89][cH:90][cH:91][cH:92][cH:93]1)[CH:94]=[CH:95][c:96]1[cH:97][cH:98][cH:99][cH:100][cH:101]1.[OH2:58].[Pd:64].[Pd:65]>>[CH3:1][c:2]1[cH:3][c:4]([NH:17][c:18]2[n:19][cH:20][cH:21][c:22]([C:24]([F:25])([F:26])[F:27])[n:23]2)[cH:5][c:6](-[c:29]2[cH:30][n:31][c:32]([C:34]3([C:44]#[N:45])[CH2:35][CH2:36][C:37]4([O:38][CH2:39][CH2:40][O:41]4)[CH2:42][CH2:43]3)[s:33]2)[cH:7]1. The yield is 95.0%. Procedure: Into a 500 mL three-necked round bottom flask equipped with a magnetic stir bar was added a solution of tert-butyl (3-chloro-1-(pyridin-3-yl)-1H-pyrazol-4-yl)(ethyl)carbamate (21 g, 65.1 mmol) in 1.4-dioxane (35 mL). This pale yellow solution was placed into an ice bath and cooled to 1° C. A solution of 4M HCl/dioxane (65 mL, 260 mmol) was added in one portion. After stirring for 20 minutes, the ice bath was removed and the suspension was stirred further at ambient temperature for 16 hours. The ... Starting materials: ClC1=NN(C=C1N(C(OC(C)(C)C)=O)CC)C=1C=NC=CC1 (tert-butyl (3-chloro-1-(pyridin-3-yl)-1H-pyrazol-4-yl)(ethyl)carbamate), Cl.O1CCOCC1 (HCl dioxane). RXN SMILES: [Cl:1][C:2]1[C:6]([N:7]([CH2:15][CH3:16])C(=O)OC(C)(C)C)=[CH:5][N:4]([C:17]2[CH:18]=[N:19][CH:20]=[CH:21][CH:22]=2)[N:3]=1.Cl.O1CCOCC1>O1CCOCC1>[ClH:1].[Cl:1][C:2]1[C:6]([NH:7][CH2:15][CH3:16])=[CH:5][N:4]([C:17]2[CH:18]=[N:19][CH:20]=[CH:21][CH:22]=2)[N:3]=1 |f:1.2,4.5|. Conditions: temperature 1 celsius, time 20 minute. Yields the product Cl.ClC1=NN(C=C1NCC)C=1C=NC=CC1 (3-chloro-N-ethyl-1-(pyridin-3-yl)-1H-pyrazol-4-amine hydrochloride), solid. Run in O1CCOCC1 (1.4-dioxane).